This data is from the Open Reaction Database (ORD), a public repository of structured organic reaction records. The task is: describe an organic reaction: reactants, conditions, products, and yield Starting materials: [BH4-], [BH4-], CC(C)=O, CO, [Na+], O=C1C(=Cc2cccnc2)N2CCC1CC2. The product is OC1C(=Cc2cccnc2)N2CCC1CC2. Reaction SMILES: [BH4-:17].[BH4-:23].[CH3:19][C:20](=[O:21])[CH3:22].[CH3:24][OH:25].[Na+:18].[n:1]1[cH:2][c:3]([CH:7]=[C:8]2[N:9]3[CH2:10][CH2:11][CH:12]([C:13]2=[O:14])[CH2:15][CH2:16]3)[cH:4][cH:5][cH:6]1>>[n:1]1[cH:2][c:3]([CH:7]=[C:8]2[N:9]3[CH2:10][CH2:11][CH:12]([CH:13]2[OH:14])[CH2:15][CH2:16]3)[cH:4][cH:5][cH:6]1. Reactants: CC=1C=CC(=C(C(=O)O)C1)C1=NC=CN=C1 (5-methyl-2-(pyrazin-2-yl)benzoic acid), ClC1=NC=CC(=N1)OC (2-chloro-4-methoxypyrimidine). Product: COC1=NC(=NC=C1)C1=C(C(=O)O)C=C(C=C1)C (2-(4-Methoxypyrimidin-2-yl)-5-methylbenzoic acid). Reaction SMILES: [CH3:1][C:2]1[CH:3]=[CH:4][C:5]([C:11]2C=N[CH:14]=[CH:13][N:12]=2)=[C:6]([CH:10]=1)[C:7]([OH:9])=[O:8].ClC1[N:23]=[C:22]([O:24][CH3:25])C=CN=1>>[CH3:25][O:24][C:22]1[CH:14]=[CH:13][N:12]=[C:11]([C:5]2[CH:4]=[CH:3][C:2]([CH3:1])=[CH:10][C:6]=2[C:7]([OH:9])=[O:8])[N:23]=1. Reported procedure: The title compound was prepared following the same general protocol as described for 5-methyl-2-(pyrazin-2-yl)benzoic acid in Example A19, starting from 2-chloro-4-methoxypyrimidine. ESI-MS (m/z): 245 [M+1]+. Reactants: CCC1C(=O)N(C)c2cnc(Cl)nc2N1C(C)C, CC1(C)OB(c2ccncc2-c2ccccc2)OC1(C)C. Yields the product CCC1C(=O)N(C)c2cnc(-c3ccncc3-c3ccccc3)nc2N1C(C)C. As a reaction SMILES: [Cl:1][c:2]1[n:3][c:4]2[c:9]([cH:10][n:11]1)[N:8]([CH3:12])[C:7](=[O:13])[CH:6]([CH2:14][CH3:15])[N:5]2[CH:16]([CH3:17])[CH3:18].[c:19]1(-[c:25]2[cH:26][n:27][cH:28][cH:29][c:30]2[B:31]2[O:32][C:33]([CH3:34])([CH3:35])[C:36]([CH3:37])([CH3:38])[O:39]2)[cH:20][cH:21][cH:22][cH:23][cH:24]1>>[c:2]1(-[c:30]2[c:25](-[c:19]3[cH:20][cH:21][cH:22][cH:23][cH:24]3)[cH:26][n:27][cH:28][cH:29]2)[n:3][c:4]2[c:9]([cH:10][n:11]1)[N:8]([CH3:12])[C:7](=[O:13])[CH:6]([CH2:14][CH3:15])[N:5]2[CH:16]([CH3:17])[CH3:18]. Reactants: CN(C)C=O, O=C1c2ccc(Cl)cc2CC1Cl, N#C[Na], O. Yields the product N#CC1Cc2cc(Cl)ccc2C1=O. RXN SMILES: [CH3:16][N:17]([CH3:18])[CH:19]=[O:20].[Cl:4][CH:5]1[C:6](=[O:15])[c:7]2[cH:8][cH:9][c:10]([Cl:14])[cH:11][c:12]2[CH2:13]1.[Na:1][C:2]#[N:3].[OH2:21]>>[C:2](#[N:3])[CH:5]1[C:6](=[O:15])[c:7]2[cH:8][cH:9][c:10]([Cl:14])[cH:11][c:12]2[CH2:13]1.